The task is: describe an organic reaction: reactants, conditions, products, and yield. This data is from the Open Reaction Database (ORD), a public repository of structured organic reaction records. The yield is 64.9%. Reactants: N1=C(C=CC=C1)C(C1=NC=CC=C1)Cl (dipyridyl-methylchloride), N1=C(C=CC=C1)CNCCCNCC1=NC=CC=C1 (N,N′-bis(pyrid-2-ylmethyl)-1,3-diamino-propane), C([O-])([O-])=O.[K+].[K+] (potassium carbonate). Procedure details: A mixture of 1.7 g dipyridyl-methylchloride (14), 1 g N,N′-bis(pyrid-2-ylmethyl)-1,3-diamino-propane (15) and 0.5 g potassium carbonate in 20 ml acetonitrile was stirred and refluxed under argon for 48 h. TLC (silica/eluent CH2Cl2/MeOH(7N NH3) 90/10) indicated the reaction to be almost complete. The mixture was filtered and evaporated. The residue was chromatographed on silica using dichloromethane with increasing methanol concentration (up to 5%) to give 1.5 g pure product as a yellow/brown gla... Reaction SMILES: [N:1]1[CH:6]=[CH:5][CH:4]=[CH:3][C:2]=1[CH:7](Cl)[C:8]1[CH:13]=[CH:12][CH:11]=[CH:10][N:9]=1.[N:15]1[CH:20]=[CH:19][CH:18]=[CH:17][C:16]=1[CH2:21][NH:22][CH2:23][CH2:24][CH2:25][NH:26][CH2:27][C:28]1[CH:33]=[CH:32][CH:31]=[CH:30][N:29]=1.C(=O)([O-])[O-].[K+].[K+]>C(#N)C>[N:15]1[CH:20]=[CH:19][CH:18]=[CH:17][C:16]=1[CH2:21][N:22]([CH2:23][CH2:24][CH2:25][N:26]([CH2:7][C:2]1[CH:3]=[CH:4][CH:5]=[CH:6][N:1]=1)[CH:27]([C:10]1[CH:11]=[CH:12][CH:13]=[CH:8][N:9]=1)[C:28]1[CH:33]=[CH:32][CH:31]=[CH:30][N:29]=1)[CH:7]([C:8]1[CH:13]=[CH:12][CH:11]=[CH:10][N:9]=1)[C:2]1[CH:3]=[CH:4][CH:5]=[CH:6][N:1]=1 |f:2.3.4|. The product is N1=C(C=CC=C1)CN(C(C1=NC=CC=C1)C1=NC=CC=C1)CCCN(C(C1=NC=CC=C1)C1=NC=CC=C1)CC1=NC=CC=C1 (2,6-bis(Pyridin-2-ylmethyl)-1,1,7,7-tetrakis(pyridin-2-yl)-2,6-diazaheptane). Run in C(C)#N (acetonitrile). Reactants: CCCC(=O)Cl, ClC(Cl)Cl, O, O=C(O)CCCCCCCCCCCO, c1ccncc1. Product: CCCC(=O)OCCCCCCCCCCCC(=O)O. RXN SMILES: [C:16]([CH2:17][CH2:18][CH3:19])(=[O:20])[Cl:21].[CH:22]([Cl:23])([Cl:24])[Cl:25].[OH2:26].[OH:1][CH2:2][CH2:3][CH2:4][CH2:5][CH2:6][CH2:7][CH2:8][CH2:9][CH2:10][CH2:11][CH2:12][C:13]([OH:14])=[O:15].[cH:27]1[cH:28][cH:29][n:30][cH:31][cH:32]1>>[O:1]([CH2:2][CH2:3][CH2:4][CH2:5][CH2:6][CH2:7][CH2:8][CH2:9][CH2:10][CH2:11][CH2:12][C:13]([OH:14])=[O:15])[C:16]([CH2:17][CH2:18][CH3:19])=[O:20].